From a dataset of the Open Reaction Database (ORD), a public repository of structured organic reaction records. describe an organic reaction: reactants, conditions, products, and yield Starting materials: Cl.ClC1=CC=C(C=C1)CN(N)C1=CC=C(C=C1)F (1-[(4-chlorophenyl)methyl]-1-(4-fluorophenyl)hydrazine hydrochloride), O=C(CCCC(=O)OC)CC (methyl 5-oxoheptanoate). Run in C(C)(C)(C)O (tert-butanol). The product is ClC1=CC=C(CN2C(=C(C3=CC(=CC=C23)F)C)CCCC(=O)O)C=C1 (4-[1-(p-Chlorobenzyl)-3-methyl-5-fluoro-2-indolyl]-butanoic acid). RXN SMILES: Cl.[Cl:2][C:3]1[CH:8]=[CH:7][C:6]([CH2:9][N:10]([C:12]2[CH:17]=[CH:16][C:15]([F:18])=[CH:14][CH:13]=2)N)=[CH:5][CH:4]=1.O=[C:20]([CH2:28][CH3:29])[CH2:21][CH2:22][CH2:23][C:24]([O:26]C)=[O:25]>C(O)(C)(C)C>[Cl:2][C:3]1[CH:8]=[CH:7][C:6]([CH2:9][N:10]2[C:12]3[C:17](=[CH:16][C:15]([F:18])=[CH:14][CH:13]=3)[C:28]([CH3:29])=[C:20]2[CH2:21][CH2:22][CH2:23][C:24]([OH:26])=[O:25])=[CH:5][CH:4]=1 |f:0.1|. Reported procedure: Following the method of Example 2, but using 1-[(4-chlorophenyl)methyl]-1-(4-fluorophenyl)hydrazine hydrochloride and methyl 5-oxoheptanoate as the starting materials and tert-butanol as the solvent, the title compound was prepared. The reactants are [Ag+], F[B-](F)(F)F, Fc1cc(I)c(CBr)cn1, CN(C)C=O, CO, ClC(Cl)Cl, C[N+](=O)[O-], [Na+], [Na+], O=C([O-])[O-]. The product is OCc1cnc(F)cc1I. Reaction SMILES: [Ag+:35].[B-:30]([F:31])([F:32])([F:33])[F:34].[Br:1][CH2:2][c:3]1[c:4]([I:10])[cH:5][c:6]([F:9])[n:7][cH:8]1.[CH3:15][N:16]([CH3:17])[CH:18]=[O:19].[CH3:36][OH:37].[CH:26]([Cl:27])([Cl:28])[Cl:29].[N+:11](=[O:12])([CH3:13])[O-:14].[Na+:20].[Na+:21].[O-:22][C:23](=[O:24])[O-:25]>>[CH2:2]([c:3]1[c:4]([I:10])[cH:5][c:6]([F:9])[n:7][cH:8]1)[OH:12]. The reactants are C(C=O)(=O)OCC1=CC=CC=C1 (Benzyl glyoxylate), O (water), O=C1NC2CC=CCC12 (8-oxo-7-azabicyclo[4,2,0]oct-3-ene). The solvent is C1=CC=CC=C1 (benzene). Reaction conditions: time 3 hour. Yields the product OC(C(=O)OCC1=CC=CC=C1)N1C2CC=CCC2C1=O (7-(1-Hydroxy-1-benzyloxycarbonylmethyl)-8-oxo-7-azabicyclo[4,2,0]oct-3-ene). Reaction SMILES: [C:1]([O:5][CH2:6][C:7]1[CH:12]=[CH:11][CH:10]=[CH:9][CH:8]=1)(=[O:4])[CH:2]=[O:3].O.[O:14]=[C:15]1[CH:22]2[CH:17]([CH2:18][CH:19]=[CH:20][CH2:21]2)[NH:16]1>C1C=CC=CC=1>[OH:3][CH:2]([N:16]1[C:15](=[O:14])[CH:22]2[CH:17]1[CH2:18][CH:19]=[CH:20][CH2:21]2)[C:1]([O:5][CH2:6][C:7]1[CH:12]=[CH:11][CH:10]=[CH:9][CH:8]=1)=[O:4]. Reported procedure: Benzyl glyoxylate (2.73 g) was refluxed in benzene (25 ml) with provision for the removal of water. After 45 minutes 8-oxo-7-azabicyclo[4,2,0]oct-3-ene (28) (ref: I. A. Paquette and T. Kakihana, J. Amer. Chem. Soc., 1968, 90, 2897) (1.23 g) was added and refluxing continued for 3 hours. Removal of solvent under reduced pressure followed by chromatography gave two separate isomers of the alcohol (32) (90%) Isomer I, m.p. 92°-93°, νmax (CHCl3) 3450, 1750 (b) cm-1. δppm (CDCl3) 1.76-2.73 (4H, m, 2-... The reactants are CCCCCCC(CCCCCCCCCCC(=O)OCC)O[Si](C)(C)C(C)(C)C, CCO, Cl, [K+], [OH-]. Product: CCCCCCC(CCCCCCCCCCC(=O)O)O[Si](C)(C)C(C)(C)C. Reaction SMILES: [C:1]([CH3:2])([CH3:3])([CH3:4])[Si:5]([O:6][CH:7]([CH2:8][CH2:9][CH2:10][CH2:11][CH2:12][CH2:13][CH2:14][CH2:15][CH2:16][CH2:17][C:18](=[O:19])[O:20][CH2:21][CH3:22])[CH2:23][CH2:24][CH2:25][CH2:26][CH2:27][CH3:28])([CH3:29])[CH3:30].[CH3:34][CH2:35][OH:36].[ClH:33].[K+:32].[OH-:31]>>[C:1]([CH3:2])([CH3:3])([CH3:4])[Si:5]([O:6][CH:7]([CH2:8][CH2:9][CH2:10][CH2:11][CH2:12][CH2:13][CH2:14][CH2:15][CH2:16][CH2:17][C:18](=[O:19])[OH:20])[CH2:23][CH2:24][CH2:25][CH2:26][CH2:27][CH3:28])([CH3:29])[CH3:30]. The reactants are 17.5, Cl.NCC(=O)C1=CC=CC=C1 (2-amino-1-phenylethanone hydrochloride), N(=C=S)C1=CC=C(C=C1)OC (1-isothiocyanato-4-methoxybenzene), sodium hydrogen carbon, CC(C)O (2-propanol). Solvent: O (water). Run at time 2 hour. Yields the product 25.3, COC1=CC=C(C=C1)N1C(=NC=C1C1=CC=CC=C1)S (1-(4-methoxyphenyl)-5-phenyl-1H-imidazole-2-thiol). The yield is 90.0%. RXN SMILES: Cl.[NH2:2][CH2:3][C:4]([C:6]1[CH:11]=[CH:10][CH:9]=[CH:8][CH:7]=1)=O.[N:12]([C:15]1[CH:20]=[CH:19][C:18]([O:21][CH3:22])=[CH:17][CH:16]=1)=[C:13]=[S:14].CC(O)C>O>[CH3:22][O:21][C:18]1[CH:17]=[CH:16][C:15]([N:12]2[C:4]([C:6]3[CH:11]=[CH:10][CH:9]=[CH:8][CH:7]=3)=[CH:3][N:2]=[C:13]2[SH:14])=[CH:20][CH:19]=1 |f:0.1|. Procedure details: A mixture of 17.5 parts of 2-amino-1-phenylethanone hydrochloride, 16.5 parts of 1-isothiocyanato-4-methoxybenzene, 10 parts of sodium hydrogen carbon and 200 parts of 2-propanol is stirred first for 30 minutes at room temperature and further for 2 hours at reflux temperature. The reaction mixture is poured onto 500 parts of water. The product is filtered off and stirred and refluxed for 1 hour with 240 parts of hydrochloric acid solution 10%. After cooling, the product is filtered off, washed w... Reactants: C(CC(=O)OCC1=CC=CC=C1)(=O)OCC1=CC=CC=C1 (dibenzyl malonate), [H-].[Na+] (NaH), BrCC1=CC=C(C=C1)C(F)(F)P(OC(C)(C)C)(OC(C)(C)C)=O (di(tert-butyl) [[4-(bromomethyl)phenyl](difluoro)methyl]phosphonate). Run in CN(C)C=O (DMF). Run at time 1 hour. The product is C(C)(C)(C)OP(=O)(OC(C)(C)C)C(C1=CC=C(CC(C(=O)OCC2=CC=CC=C2)(C(=O)OCC2=CC=CC=C2)CC2=CC=C(C=C2)C(F)(F)P(=O)(OC(C)(C)C)OC(C)(C)C)C=C1)(F)F (Dibenzyl 2,2-di{4-[(di-tert-butoxyphosphoryl)(difluoro)methyl]benzyl}malonate). Isolated yield 18.0%. RXN SMILES: [C:1]([O:14][CH2:15][C:16]1[CH:21]=[CH:20][CH:19]=[CH:18][CH:17]=1)(=[O:13])[CH2:2][C:3]([O:5][CH2:6][C:7]1[CH:12]=[CH:11][CH:10]=[CH:9][CH:8]=1)=[O:4].[H-].[Na+].Br[CH2:25][C:26]1[CH:31]=[CH:30][C:29]([C:32]([P:35](=[O:46])([O:41][C:42]([CH3:45])([CH3:44])[CH3:43])[O:36][C:37]([CH3:40])([CH3:39])[CH3:38])([F:34])[F:33])=[CH:28][CH:27]=1>CN(C=O)C>[C:42]([O:41][P:35]([C:32]([F:34])([F:33])[C:29]1[CH:30]=[CH:31][C:26]([CH2:25][C:2]([CH2:25][C:26]2[CH:31]=[CH:30][C:29]([C:32]([P:35]([O:36][C:37]([CH3:38])([CH3:40])[CH3:39])([O:41][C:42]([CH3:43])([CH3:44])[CH3:45])=[O:46])([F:34])[F:33])=[CH:28][CH:27]=2)([C:1]([O:14][CH2:15][C:16]2[CH:17]=[CH:18][CH:19]=[CH:20][CH:21]=2)=[O:13])[C:3]([O:5][CH2:6][C:7]2[CH:12]=[CH:11][CH:10]=[CH:9][CH:8]=2)=[O:4])=[CH:27][CH:28]=1)([O:36][C:37]([CH3:40])([CH3:39])[CH3:38])=[O:46])([CH3:43])([CH3:44])[CH3:45] |f:1.2|. Reported procedure: To a solution of dibenzyl malonate (0.5 g) in DMF (4 mL), was added sequentially NaH (0.12 g, 80% in mineral oil), di(tert-butyl) [[4-(bromomethyl)phenyl](difluoro)methyl]phosphonate (1.60 g). The reaction mixture was stirred at room temperature for 1 h, then quenched with 20 mL of saturated aqueous NH4Cl solution and extracted with 50 mL EtOAc. The extract was dried over Na2SO4 and concentrated. The residue was purified by silica gel chromatography eluted with 1:1 hexane/EtOAc to give the title...